The task is: describe an organic reaction: reactants, conditions, products, and yield. This data is from the Open Reaction Database (ORD), a public repository of structured organic reaction records. Reactants: CC(=CCCN1CCC(CC1)NC([C@@](C1=CC=CC=C1)(O)C1CCC1)=O)C ((2R)-N-[1-(4-methyl-3-pentenyl)piperidin-4-yl]-2-cyclobutyl-2-hydroxy-2-phenylacetamide), C(\C=C\C(=O)O)(=O)O (fumaric acid). Run in C(C)O (ethanol). Product: C(\C=C\C(=O)O)(=O)O.CC(=CCCN1CCC(CC1)NC([C@@](C1=CC=CC=C1)(O)C1CCC1)=O)C ((2R)-N-[1-(4-Methyl-3-pentenyl)piperidin-4-yl]-2-cyclobutyl-2-hydroxy-2-phenylacetamide fumarate). Yield: 87.0%. Reaction SMILES: [CH3:1][C:2]([CH3:27])=[CH:3][CH2:4][CH2:5][N:6]1[CH2:11][CH2:10][CH:9]([NH:12][C:13](=[O:26])[C@:14]([CH:22]2[CH2:25][CH2:24][CH2:23]2)([OH:21])[C:15]2[CH:20]=[CH:19][CH:18]=[CH:17][CH:16]=2)[CH2:8][CH2:7]1.[C:28]([OH:35])(=[O:34])/[CH:29]=[CH:30]/[C:31]([OH:33])=[O:32]>C(O)C>[C:28]([OH:35])(=[O:34])/[CH:29]=[CH:30]/[C:31]([OH:33])=[O:32].[CH3:1][C:2]([CH3:27])=[CH:3][CH2:4][CH2:5][N:6]1[CH2:7][CH2:8][CH:9]([NH:12][C:13](=[O:26])[C@:14]([CH:22]2[CH2:23][CH2:24][CH2:25]2)([OH:21])[C:15]2[CH:20]=[CH:19][CH:18]=[CH:17][CH:16]=2)[CH2:10][CH2:11]1 |f:3.4|. Reported procedure: 42 mg of (2R)-N-[1-(4-methyl-3-pentenyl)piperidin-4-yl]-2-cyclobutyl-2-hydroxy-2-phenylacetamide was dissolved in ethanol, and 13.2 mg of fumaric acid was added thereto. Recrystallization from hexane/ether gave 48 mg of the title compound. Reactants: [H-].[Al+3].[Li+].[H-].[H-].[H-] (Lithium aluminum hydride), CN(C)CC=1N=C(SC1C(=O)OC)C1=NC=CC=C1 (methyl 4-((dimethylamino)methyl)-2-(pyridin-2-yl)thiazole-5-carboxylate), [C@@H]([C@H](C(=O)[O-])O)(C(=O)[O-])O.[Na+].[K+] (Rochelle's salt). Run in O1CCCC1 (tetrahydrofuran). Run at time 18 hour. Product: CN(C)CC=1N=C(SC1CO)C1=NC=CC=C1 ((4-((dimethylamino)methyl)-2-(pyridin-2-yl)thiazol-5-yl)methanol). Isolated yield 59.3%. As a reaction SMILES: [CH3:1][N:2]([CH2:4][C:5]1[N:6]=[C:7]([C:14]2[CH:19]=[CH:18][CH:17]=[CH:16][N:15]=2)[S:8][C:9]=1[C:10](OC)=[O:11])[CH3:3].[H-].[Al+3].[Li+].[H-].[H-].[H-].[C@H](O)(C([O-])=O)[C@@H](O)C([O-])=O.[Na+].[K+]>O1CCCC1>[CH3:3][N:2]([CH2:4][C:5]1[N:6]=[C:7]([C:14]2[CH:19]=[CH:18][CH:17]=[CH:16][N:15]=2)[S:8][C:9]=1[CH2:10][OH:11])[CH3:1] |f:1.2.3.4.5.6,7.8.9|. Procedure details: The compound prepared in Example 153 (180 mg) in tetrahydrofuran (2 mL) was stirred at 0° C. for 30 minutes. Lithium aluminum hydride (1.30 g) was added and the reaction was stirred for 18 hours. Rochelle's salt (sodium potassium tartrate; 10 g) was added and the solution was stirred for 30 minutes. The mixture was then partitioned between a saturated aqueous sodium bicarbonate solution and ethyl acetate. The organic layer was dried over anhydrous magnesium sulfate and concentrated to obtain the... Reactants: CCO, Cl, [H][H], CCCCOC(=O)C1CCC(CN=[N+]=[N-])CC1, O. Yields the product CCCCOC(=O)C1CCC(CN)CC1. RXN SMILES: [CH3:21][CH2:22][OH:23].[ClH:18].[H:19][H:20].[N:1](=[N+:2]=[N-:3])[CH2:4][CH:5]1[CH2:6][CH2:7][CH:8]([C:11](=[O:12])[O:13][CH2:14][CH2:15][CH2:16][CH3:17])[CH2:9][CH2:10]1.[OH2:24]>>[NH2:1][CH2:4][CH:5]1[CH2:6][CH2:7][CH:8]([C:11](=[O:12])[O:13][CH2:14][CH2:15][CH2:16][CH3:17])[CH2:9][CH2:10]1. Reactants: Cl (hydrochloric acid), C(=O)(N1C=NC=C1)N1C=NC=C1 (Carbonyldiimidazole), C(C)OC=1C=C(C(=O)O)C=C(C1C=1C=NN(C1)C)OCC (3,5-diethoxy-4-(1-methyl-1H-pyrazol-4-yl)benzoic acid), Cl.Cl.O=C1CC2(CCNCC2)OC2=CC=C(C=C12)C=1C=C(C=NC1)C(=O)O (5-(4-oxospiro[chroman-2,4′-piperidin]-6-yl)pyridine-3-carboxylic acid dihydrochloride). Reported procedure: Carbonyldiimidazole (130 mg) and triethylamine (0.446 mL) were added to a DMF solution (4 mL) of 3,5-diethoxy-4-(1-methyl-1H-pyrazol-4-yl)benzoic acid (232 mg), and stirred at 70° C. for 2 hours. To the reaction liquid, added was a DMF suspension (2 ml) of 5-(4-oxospiro[chroman-2,4′-piperidin]-6-yl)pyridine-3-carboxylic acid dihydrochloride (370 mg) and triethylamine (0.335 ml) that had been prepared separately, and further stirred at that temperature for 1 hour. 1 N hydrochloric acid and water ... Reaction SMILES: C(N1C=CN=C1)(N1C=CN=C1)=O.[CH2:13]([O:15][C:16]1[CH:17]=[C:18]([CH:22]=[C:23]([O:31][CH2:32][CH3:33])[C:24]=1[C:25]1[CH:26]=[N:27][N:28]([CH3:30])[CH:29]=1)[C:19](O)=[O:20])[CH3:14].Cl.Cl.[O:36]=[C:37]1[C:51]2[C:46](=[CH:47][CH:48]=[C:49]([C:52]3[CH:53]=[C:54]([C:58]([OH:60])=[O:59])[CH:55]=[N:56][CH:57]=3)[CH:50]=2)[O:45][C:39]2([CH2:44][CH2:43][NH:42][CH2:41][CH2:40]2)[CH2:38]1.Cl>O.C(N(CC)CC)C.CN(C=O)C>[CH2:13]([O:15][C:16]1[CH:17]=[C:18]([C:19]([N:42]2[CH2:41][CH2:40][C:39]3([CH2:38][C:37](=[O:36])[C:51]4[C:46](=[CH:47][CH:48]=[C:49]([C:52]5[CH:53]=[C:54]([C:58]([OH:60])=[O:59])[CH:55]=[N:56][CH:57]=5)[CH:50]=4)[O:45]3)[CH2:44][CH2:43]2)=[O:20])[CH:22]=[C:23]([O:31][CH2:32][CH3:33])[C:24]=1[C:25]1[CH:26]=[N:27][N:28]([CH3:30])[CH:29]=1)[CH3:14] |f:2.3.4|. Run at temperature 70 celsius, time 2 hour. The product is C(C)OC=1C=C(C=C(C1C=1C=NN(C1)C)OCC)C(=O)N1CCC2(CC1)OC1=CC=C(C=C1C(C2)=O)C=2C=C(C=NC2)C(=O)O (5-(1′-{[3,5-Diethoxy-4-(1-methyl-1H-pyrazol-4-yl)phenyl]carbonyl}-4-oxospiro[chroman-2,4′-piperidin]-6-yl)pyridine-3-carboxylic acid). Solvent: O (water), CN(C)C=O (DMF), CN(C)C=O (DMF), C(C)N(CC)CC (triethylamine), C(C)N(CC)CC (triethylamine). Starting materials: CCCC[Sn](Cl)(CCCC)CCCC, C1CCOC1, CC(C)[N-]C(C)C, [Li+], O, CCOC(=O)c1cccs1. The product is CCCC[Sn](CCCC)(CCCC)c1ccc(C(=O)OCC)s1. As a reaction SMILES: [CH2:19]([CH2:20][CH2:21][CH3:22])[Sn:23]([CH2:24][CH2:25][CH2:26][CH3:27])([CH2:28][CH2:29][CH2:30][CH3:31])[Cl:32].[CH2:34]1[O:35][CH2:36][CH2:37][CH2:38]1.[CH3:2][CH:3]([N-:4][CH:5]([CH3:6])[CH3:7])[CH3:8].[Li+:1].[OH2:33].[s:9]1[c:10]([C:14](=[O:15])[O:16][CH2:17][CH3:18])[cH:11][cH:12][cH:13]1>>[s:9]1[c:10]([C:14](=[O:15])[O:16][CH2:17][CH3:18])[cH:11][cH:12][c:13]1[Sn:23]([CH2:19][CH2:20][CH2:21][CH3:22])([CH2:24][CH2:25][CH2:26][CH3:27])[CH2:28][CH2:29][CH2:30][CH3:31]. Reactants: CNc1ccccc1, O=[N+]([O-])c1cc(Cl)ccc1F, ClCCl, [K+], [K+], O=C([O-])[O-]. The product is CN(c1ccccc1)c1ccc(Cl)cc1[N+](=O)[O-]. Reaction SMILES: [CH3:18][NH:19][c:20]1[cH:21][cH:22][cH:23][cH:24][cH:25]1.[Cl:1][c:2]1[cH:3][c:4]([N+:9](=[O:10])[O-:11])[c:5]([F:8])[cH:6][cH:7]1.[Cl:26][CH2:27][Cl:28].[K+:12].[K+:13].[O-:14][C:15]([O-:16])=[O:17]>>[Cl:1][c:2]1[cH:3][c:4]([N+:9](=[O:10])[O-:11])[c:5]([N:19]([CH3:18])[c:20]2[cH:21][cH:22][cH:23][cH:24][cH:25]2)[cH:6][cH:7]1. The reactants are NC(=O)CCC(=O)NBr, O=C(OOC(=O)c1ccccc1)c1ccccc1, ClC(Cl)(Cl)Cl, CCOC(=O)c1ncc2nc(C(C)(C)C)sc2c1O. Product: CCOC(=O)c1nc(Br)c2nc(C(C)(C)C)sc2c1O. RXN SMILES: [Br:20][NH:21][C:22](=[O:23])[CH2:24][CH2:25][C:26]([NH2:27])=[O:28].[C:29]([O:30][O:31][C:32](=[O:33])[c:34]1[cH:35][cH:36][cH:37][cH:38][cH:39]1)(=[O:40])[c:41]1[cH:42][cH:43][cH:44][cH:45][cH:46]1.[C:47]([Cl:48])([Cl:49])([Cl:50])[Cl:51].[CH2:1]([CH3:2])[O:3][C:4](=[O:5])[c:6]1[c:7]([OH:19])[c:8]2[c:9]([cH:10][n:11]1)[n:12][c:13]([C:15]([CH3:16])([CH3:17])[CH3:18])[s:14]2>>[CH2:1]([CH3:2])[O:3][C:4](=[O:5])[c:6]1[c:7]([OH:19])[c:8]2[c:9]([c:10]([Br:20])[n:11]1)[n:12][c:13]([C:15]([CH3:16])([CH3:17])[CH3:18])[s:14]2.